describe an organic reaction: reactants, conditions, products, and yield From a dataset of the Open Reaction Database (ORD), a public repository of structured organic reaction records. Starting materials: Nc1ccc(Br)cc1C(=O)O, [K+], [K+], O=C([O-])[O-], CN(C)C=O, OB(O)c1ccccc1. Product: Nc1ccc(-c2ccccc2)cc1C(=O)O. Reaction SMILES: [Br:1][c:2]1[cH:3][cH:4][c:5]([NH2:11])[c:6]([C:7](=[O:8])[OH:9])[cH:10]1.[K+:12].[K+:13].[O-:14][C:15]([O-:16])=[O:17].[O:27]=[CH:28][N:29]([CH3:30])[CH3:31].[OH:18][B:19]([OH:20])[c:21]1[cH:22][cH:23][cH:24][cH:25][cH:26]1>>[c:2]1(-[c:21]2[cH:22][cH:23][cH:24][cH:25][cH:26]2)[cH:3][cH:4][c:5]([NH2:11])[c:6]([C:7](=[O:8])[OH:9])[cH:10]1. Reactants: FC1=C(C2=C(C3=C1N=CO3)NC(N2C2=C(C=C(C=C2)I)F)=O)F (4,5-difluoro-6-(2-fluoro-4-iodo-phenyl)-6,8-dihydro-imidazo[4′,5′:3,4]benzo[1,2-d]oxazol-7-one), CN(S(=O)(=O)Cl)C (N,N-dimethylaminosulfonyl chloride), TEA. Reagents/catalysts: CN(C)C=1C=CN=CC1 (DMAP). The product is CN(S(=O)(=O)N1C(N(C2=C1C1=C(N=CO1)C(=C2F)F)C2=C(C=C(C=C2)I)F)=O)C (4,5-Difluoro-6-(2-fluoro-4-iodo-phenyl)-7-oxo-6,7-dihydro-imidazo[4′,5′:3,4]benzo[1,2-d]oxazole-8-sulfonic acid dimethylamide). The yield is 60.3%. Reaction SMILES: [F:1][C:2]1[C:7]2[N:8]=[CH:9][O:10][C:6]=2[C:5]2[NH:11][C:12](=[O:22])[N:13]([C:14]3[CH:19]=[CH:18][C:17]([I:20])=[CH:16][C:15]=3[F:21])[C:4]=2[C:3]=1[F:23].[CH3:24][N:25]([CH3:30])[S:26](Cl)(=[O:28])=[O:27]>CN(C1C=CN=CC=1)C>[CH3:24][N:25]([CH3:30])[S:26]([N:11]1[C:5]2[C:6]3[O:10][CH:9]=[N:8][C:7]=3[C:2]([F:1])=[C:3]([F:23])[C:4]=2[N:13]([C:14]2[CH:19]=[CH:18][C:17]([I:20])=[CH:16][C:15]=2[F:21])[C:12]1=[O:22])(=[O:28])=[O:27]. Procedure details: Intermediate I-20a was prepared from 4,5-difluoro-6-(2-fluoro-4-iodo-phenyl)-6,8-dihydro-imidazo[4′,5′:3,4]benzo[1,2-d]oxazol-7-one (I-15a: 80 mg, 0.185 mmol), N,N-dimethylaminosulfonyl chloride (41 mg, 0.277 mmol), TEA (78 mg, 0.55 mmol) and DMAP (10 mg) using procedures analogous to those described above for Intermediate I-19a to afford 60 mg of the product (60% yield). H1NMR (CDCl3, 300 MHz): δ 8.16 (s, 1H), 7.72-7.69 (m, 1H), 7.68-7.65 (m, 1H), 7.29-7.22 (m, 1H), 3.2 (s, 6H). RXN SMILES: C(O[C:9]([N:11]1[CH2:16][CH2:15][N:14]([C:17](=[O:29])[NH:18][C:19]2[C:28]3[C:23](=[CH:24][CH:25]=[CH:26][CH:27]=3)[CH:22]=[CH:21][CH:20]=2)[CH2:13][CH:12]1[CH:30]([NH:32][C:33]1[N:38]=[C:37]([N:39]2[C:43]3[CH:44]=[CH:45][C:46]([N:48]4[CH2:52][CH2:51][N:50]([CH2:53][CH3:54])[C:49]4=[O:55])=[CH:47][C:42]=3[N:41]=[CH:40]2)[CH:36]=[CH:35][N:34]=1)[CH3:31])=O)C1C=CC=CC=1.C=O.[BH3-]C#N.[Na+]>>[CH3:9][N:11]1[CH2:16][CH2:15][N:14]([C:17](=[O:29])[NH:18][C:19]2[C:28]3[C:23](=[CH:24][CH:25]=[CH:26][CH:27]=3)[CH:22]=[CH:21][CH:20]=2)[CH2:13][CH:12]1[CH:30]([NH:32][C:33]1[N:38]=[C:37]([N:39]2[C:43]3[CH:44]=[CH:45][C:46]([N:48]4[CH2:52][CH2:51][N:50]([CH2:53][CH3:54])[C:49]4=[O:55])=[CH:47][C:42]=3[N:41]=[CH:40]2)[CH:36]=[CH:35][N:34]=1)[CH3:31] |f:2.3|. Yields the product CN1C(CN(CC1)C(NC1=CC=CC2=CC=CC=C12)=O)C(C)NC1=NC=CC(=N1)N1C=NC2=C1C=CC(=C2)N2C(N(CC2)CC)=O (2-[1-(1-Methyl-4-(N-naphth-1-yi-carbamoyl)-piperazine-2-yl)-ethylamino]-4-[5-(3-ethyl-imidazolidin-2-on-1-yl)benzimidazol-1-yl]pyrimidine). Reported procedure: The title compound was prepared from 2-[1-(1-(benzyloxycarbonyl)-4-(N-naphth-1-yl-carbamoyl)-piperazine-2-yl)-ethylamino]-4-[5-(3-ethyl-imidazolidin-2-on-1-yl)benzimidazol-1-yl]pyrimidine (28 mg), 37% aqueous formaldehyde (19 μL), and NaBH3CN (4.8 mg) according to the procedure described in EXAMPLE 14, Step G. Mass spectrum (ESI) 619.3 (M+1). The reactants are C(C1=CC=CC=C1)OC(=O)N1C(CN(CC1)C(NC1=CC=CC2=CC=CC=C12)=O)C(C)NC1=NC=CC(=N1)N1C=NC2=C1C=CC(=C2)N2C(N(CC2)CC)=O (2-[1-(1-(benzyloxycarbonyl)-4-(N-naphth-1-yl-carbamoyl)-piperazine-2-yl)-ethylamino]-4-[5-(3-ethyl-imidazolidin-2-on-1-yl)benzimidazol-1-yl]pyrimidine), C=O (formaldehyde), [BH3-]C#N.[Na+] (NaBH3CN). Reactants: Clc1nc2ccccc2s1, [O-]CCCN1CCCCC1, [Na+], C1CCOC1. Yields the product c1ccc2sc(OCCCN3CCCCC3)nc2c1. As a reaction SMILES: [Cl:12][c:13]1[s:14][c:15]2[c:16]([n:17]1)[cH:18][cH:19][cH:20][cH:21]2.[N:1]1([CH2:7][CH2:8][CH2:9][O-:10])[CH2:2][CH2:3][CH2:4][CH2:5][CH2:6]1.[Na+:11].[O:22]1[CH2:23][CH2:24][CH2:25][CH2:26]1>>[N:1]1([CH2:7][CH2:8][CH2:9][O:10][c:13]2[s:14][c:15]3[c:16]([n:17]2)[cH:18][cH:19][cH:20][cH:21]3)[CH2:2][CH2:3][CH2:4][CH2:5][CH2:6]1. Starting materials: C(\C=C/C(=O)O)(=O)O (Maleic acid), CN1CC2C=3C=CC=CC3OC=4C=CC(=CC4C2C1)Cl (asenapine). Solvent: C(C)(C)O (Isopropanol). Conditions: temperature 50 celsius, time 2 hour. The product is CN1CC2C=3C=CC=CC3OC=4C=CC(=CC4C2C1)Cl.C(=C\C(=O)O)\C(=O)O (asenapine maleate). As a reaction SMILES: [C:1]([OH:8])(=[O:7])/[CH:2]=[CH:3]\[C:4]([OH:6])=[O:5].[CH3:9][N:10]1[CH2:27][CH:26]2[CH:12]([C:13]3[CH:14]=[CH:15][CH:16]=[CH:17][C:18]=3[O:19][C:20]3[CH:21]=[CH:22][C:23]([Cl:28])=[CH:24][C:25]=32)[CH2:11]1>C(O)(C)C>[CH3:9][N:10]1[CH2:27][CH:26]2[CH:12]([C:13]3[CH:14]=[CH:15][CH:16]=[CH:17][C:18]=3[O:19][C:20]3[CH:21]=[CH:22][C:23]([Cl:28])=[CH:24][C:25]=32)[CH2:11]1.[CH:2](/[C:1]([OH:8])=[O:7])=[CH:3]/[C:4]([OH:6])=[O:5] |f:3.4|. Procedure: 1.38 Kg of asenapine phosphate is loaded into a reactor. Toluene (15 L) is added, and the suspension is placed under stirring. A 9% solution of sodium bicarbonate (15 L) is added by dripping. The solution is left under stirring at 25° C. for 30 minutes. The lower aqueous phase is eliminated. The organic phase is washed with water (2×7 L). The solvent is evaporated under vacuum, obtaining asenapine base (0.90 Kg) in the form of oil. Isopropanol (12 L) is loaded into the reactor and dissolved by h...